From a dataset of the Open Reaction Database (ORD), a public repository of structured organic reaction records. describe an organic reaction: reactants, conditions, products, and yield The reactants are C(C=C)[C@@]1(C(N([C@@H]([C@H](C1)C1=CC(=CC=C1)Cl)C1=CC=C(C=C1)Cl)[C@H](CC=O)CC)=O)C ((S)-3-((3S,5R,6S)-3-allyl-5-(3-chlorophenyl)-6-(4-chlorophenyl)-3-methyl-2-oxopiperidin-1-yl)pentanal), C1(CC1)[Mg]Br (cyclopropylmagnesium bromide). Run in C1CCOC1 (THF), C1CCOC1 (THF). Reaction conditions: time 3.5 hour. Yields the product C(C=C)[C@@]1(C(N([C@@H]([C@H](C1)C1=CC(=CC=C1)Cl)C1=CC=C(C=C1)Cl)[C@H](CC(O)C1CC1)CC)=O)C ((3S,5R,6S)-3-allyl-5-(3-chlorophenyl)-6-(4-chlorophenyl)-1-((3S)-1-cyclopropyl-1-hydroxypentan-3-yl)-3-methylpiperidin-2-one). Reaction SMILES: [CH2:1]([C@@:4]1([CH3:31])[CH2:9][C@H:8]([C:10]2[CH:15]=[CH:14][CH:13]=[C:12]([Cl:16])[CH:11]=2)[C@@H:7]([C:17]2[CH:22]=[CH:21][C:20]([Cl:23])=[CH:19][CH:18]=2)[N:6]([C@@H:24]([CH2:28][CH3:29])[CH2:25][CH:26]=[O:27])[C:5]1=[O:30])[CH:2]=[CH2:3].[CH:32]1([Mg]Br)[CH2:34][CH2:33]1>C1COCC1>[CH2:1]([C@@:4]1([CH3:31])[CH2:9][C@H:8]([C:10]2[CH:15]=[CH:14][CH:13]=[C:12]([Cl:16])[CH:11]=2)[C@@H:7]([C:17]2[CH:18]=[CH:19][C:20]([Cl:23])=[CH:21][CH:22]=2)[N:6]([C@@H:24]([CH2:28][CH3:29])[CH2:25][CH:26]([CH:32]2[CH2:34][CH2:33]2)[OH:27])[C:5]1=[O:30])[CH:2]=[CH2:3]. Procedure details: To a solution of (S)-3-((3S,5R,6S)-3-allyl-5-(3-chlorophenyl)-6-(4-chlorophenyl)-3-methyl-2-oxopiperidin-1-yl)pentanal (160 mg, 0.349 mmol; Example 130, Step A) in THF (3.5 mL) was added 0.5 M cyclopropylmagnesium bromide in THF (2.09 mL, 1.05 mmol) at 0° C. Then the reaction was allowed to warm to rt and stirred for 3.5 h. The reaction was quenched (sat NH4Cl solution), extracted (2×EtOAc), and washed (sat. aq. NaCl solution). The combined organic layers were dried (Na2SO4) and concentrated und...